From a dataset of the Open Reaction Database (ORD), a public repository of structured organic reaction records. describe an organic reaction: reactants, conditions, products, and yield Starting materials: CCO, CO, CC1(C)C=Cc2cc(C#N)ccc2O1, N, [Ni]. The product is CC1(C)C=Cc2cc(CN)ccc2O1. Reaction SMILES: [CH3:15][CH2:16][OH:17].[CH3:19][OH:20].[CH3:1][C:2]1([CH3:14])[O:3][c:4]2[cH:5][cH:6][c:7]([C:12]#[N:13])[cH:8][c:9]2[CH:10]=[CH:11]1.[NH3:18].[Ni:21]>>[CH3:1][C:2]1([CH3:14])[O:3][c:4]2[cH:5][cH:6][c:7]([CH2:12][NH2:13])[cH:8][c:9]2[CH:10]=[CH:11]1. Yields the product COc1cc2ncnc(Nc3cc(NC(=O)c4ccccc4)c(Cl)cc3F)c2cc1OC, Cl. As a reaction SMILES: [C:1]([c:2]1[cH:3][cH:4][cH:5][cH:6][cH:7]1)(=[O:8])[Cl:9].[CH2:46]([Cl:47])[Cl:48].[CH3:40][CH2:41][CH2:42][CH:43]([CH3:44])[CH3:45].[NH2:16][c:17]1[c:18]([Cl:39])[cH:19][c:20]([F:38])[c:21]([NH:22][c:23]2[n:24][cH:25][n:26][c:27]3[cH:28][c:29]([O:35][CH3:36])[c:30]([O:33][CH3:34])[cH:31][c:32]23)[cH:37]1.[cH:10]1[cH:11][cH:12][n:13][cH:14][cH:15]1>>[C:1]([c:2]1[cH:3][cH:4][cH:5][cH:6][cH:7]1)(=[O:8])[NH:16][c:17]1[c:18]([Cl:39])[cH:19][c:20]([F:38])[c:21]([NH:22][c:23]2[n:24][cH:25][n:26][c:27]3[cH:28][c:29]([O:35][CH3:36])[c:30]([O:33][CH3:34])[cH:31][c:32]23)[cH:37]1.[ClH:9]. Reactants: O=C(Cl)c1ccccc1, ClCCl, CCCC(C)C, COc1cc2ncnc(Nc3cc(N)c(Cl)cc3F)c2cc1OC, c1ccncc1. Starting materials: C1(CCCCC1)C=1C=2C=CC(=CC2N2C1C1=C(C=C(C2)C(=O)N2CCC(CC2)N2CCOCC2)C=CC=C1)C(=O)O (13-cyclohexyl-6-[[4-(4-morpholinyl)-1 -piperidinyl]carbonyl]-7H-indolo[2,1-a][2]benzazepine-10-carboxylic acid), C(C)(C)N(C(C)C)CC (N,N-diisopropylethylamine), NCC1=NC=CC=C1 (2-(aminomethyl)pyridine), Cl.CN(CCCN=C=NCC)C (N-(3-dimethylaminopropyl)-N′-ethylcarbodiimide hydrochloride), ON1N=NC2=C1C=CC=C2 (1 -hydroxybenzotriazole). The solvent is C(Cl)Cl (CH2Cl2). Conditions: time 22 hour. Yields the product C1(CCCCC1)C=1C=2C=CC(=CC2N2C1C1=C(C=C(C2)C(=O)N2CCC(CC2)N2CCOCC2)C=CC=C1)C(=O)NCC1=NC=CC=C1 (13-cyclohexyl-6-[[4-(4-morpholinyl)-1-piperidinyl]carbonyl]-N-(2-pyridinylmethyl)-7H-indolo[2,1-a][2]benzazepine-10-carboxamide). Yield: 51.4%. As a reaction SMILES: [CH:1]1([C:7]2[C:8]3[CH:9]=[CH:10][C:11]([C:39](O)=[O:40])=[CH:12][C:13]=3[N:14]3[CH2:20][C:19]([C:21]([N:23]4[CH2:28][CH2:27][CH:26]([N:29]5[CH2:34][CH2:33][O:32][CH2:31][CH2:30]5)[CH2:25][CH2:24]4)=[O:22])=[CH:18][C:17]4[CH:35]=[CH:36][CH:37]=[CH:38][C:16]=4[C:15]=23)[CH2:6][CH2:5][CH2:4][CH2:3][CH2:2]1.C(N(CC)C(C)C)(C)C.[NH2:51][CH2:52][C:53]1[CH:58]=[CH:57][CH:56]=[CH:55][N:54]=1.Cl.CN(C)CCCN=C=NCC.ON1C2C=CC=CC=2N=N1>C(Cl)Cl>[CH:1]1([C:7]2[C:8]3[CH:9]=[CH:10][C:11]([C:39]([NH:51][CH2:52][C:53]4[CH:58]=[CH:57][CH:56]=[CH:55][N:54]=4)=[O:40])=[CH:12][C:13]=3[N:14]3[CH2:20][C:19]([C:21]([N:23]4[CH2:28][CH2:27][CH:26]([N:29]5[CH2:34][CH2:33][O:32][CH2:31][CH2:30]5)[CH2:25][CH2:24]4)=[O:22])=[CH:18][C:17]4[CH:35]=[CH:36][CH:37]=[CH:38][C:16]=4[C:15]=23)[CH2:6][CH2:5][CH2:4][CH2:3][CH2:2]1 |f:3.4|. Procedure: To a stirred solution of 13-cyclohexyl-6-[[4-(4-morpholinyl)-1 -piperidinyl]carbonyl]-7H-indolo[2,1-a][2]benzazepine-10-carboxylic acid (70 mg, 0.13 mmol) in CH2Cl2 (1 mL) were added N,N-diisopropylethylamine (85 μL, 0.49 mmol), 2-(aminomethyl)pyridine (17 mg, 0.16 mmol), N-(3-dimethylaminopropyl)-N′-ethylcarbodiimide hydrochloride (34 mg, 0.18 mmol), and 1 -hydroxybenzotriazole (24 mg, 0.18 mmol). The suspension was allowed to stir at r.t. for 22 hr, filtered through Celite, and chromatographed... Starting materials: CO, CCOC(=O)Cn1cc(C)nn1, Cl, [Li+], C1CCOC1, [OH-]. Product: Cc1cn(CC(=O)O)nn1. Reaction SMILES: [CH3:13][OH:14].[CH3:1][c:2]1[n:3][n:4][n:5]([CH2:7][C:8](=[O:9])[O:10][CH2:11][CH3:12])[cH:6]1.[ClH:17].[Li+:15].[O:18]1[CH2:19][CH2:20][CH2:21][CH2:22]1.[OH-:16]>>[CH3:1][c:2]1[n:3][n:4][n:5]([CH2:7][C:8](=[O:9])[OH:10])[cH:6]1. The reactants are C(C=C)(=O)O (acrylic acid), C(CCCCCCCCCCCCCC)O (1-pentadecanol). Run at temperature 60 celsius. The product is C(C=C)(=O)OCCCCCCCCCCCCCCC (Pentadecyl acrylate). RXN SMILES: [C:1]([OH:5])(=[O:4])[CH:2]=[CH2:3].[CH2:6](O)[CH2:7][CH2:8][CH2:9][CH2:10][CH2:11][CH2:12][CH2:13][CH2:14][CH2:15][CH2:16][CH2:17][CH2:18][CH2:19][CH3:20]>>[C:1]([O:5][CH2:20][CH2:19][CH2:18][CH2:17][CH2:16][CH2:15][CH2:14][CH2:13][CH2:12][CH2:11][CH2:10][CH2:9][CH2:8][CH2:7][CH3:6])(=[O:4])[CH:2]=[CH2:3]. Reported procedure: Pentadecyl acrylate was prepared by esterification of acrylic acid with 1-pentadecanol under standard conditions. Crude monomer was recrystallized from three volumes of ethanol and dried in vacuo. Ten grams of pentadecyl acrylate was dissolved in 20 ml of oxygen free ethylacetate containing 0.10 grams of azobis-isobutylnitrile (hereinafter AIBN) and stirred in a sealed bottle maintained at 60° C. for 24 hours. The resulting polymer was isolated by precipitation into cold ethanol and dried in vac... Reactants: CN(C)C=O (DMF), C(CCC)OCCOC1=CC=C(C=C1)C=1C=CC2=C(C=C(CCN2CC2=C(C=CC=C2)F)C(=O)O)C1 (7-(4-butoxyethoxyphenyl)-1-(2-fluorobenzyl)-2,3-dihydro-1-benzazepine-4-carboxylic acid), S(=O)(Cl)Cl (thionyl chloride). The solvent is O1CCCC1 (tetrahydrofuran). Reaction conditions: time 1 hour. Product: C(CCC)OCCOC1=CC=C(C=C1)C=1C=CC2=C(C=C(CCN2CC2=C(C=CC=C2)F)C(=O)NC2=CC=C(C=C2)CN(C2CCOCC2)C)C1 (7-(4-butoxyethoxyphenyl)-1-(2-fluorobenzyl)-N-[4-[[N-methyl-N-(tetrahydropyran-4-yl)amino]methyl]phenyl]-2,3-dihydro-1-benzazepine-4-carboxamide). RXN SMILES: [CH3:1][N:2]([CH:4]=O)[CH3:3].[CH2:6]([O:10][CH2:11][CH2:12][O:13][C:14]1[CH:19]=[CH:18][C:17]([C:20]2[CH:21]=[CH:22][C:23]3[N:29]([CH2:30][C:31]4[CH:36]=[CH:35][CH:34]=[CH:33][C:32]=4[F:37])[CH2:28][CH2:27][C:26]([C:38]([OH:40])=O)=[CH:25][C:24]=3[CH:41]=2)=[CH:16][CH:15]=1)[CH2:7][CH2:8][CH3:9].S(Cl)(Cl)=O>O1CCCC1>[CH2:6]([O:10][CH2:11][CH2:12][O:13][C:14]1[CH:19]=[CH:18][C:17]([C:20]2[CH:21]=[CH:22][C:23]3[N:29]([CH2:30][C:31]4[CH:36]=[CH:35][CH:34]=[CH:33][C:32]=4[F:37])[CH2:28][CH2:27][C:26]([C:38]([NH:29][C:23]4[CH:24]=[CH:41][C:20]([CH2:4][N:2]([CH3:1])[CH:3]5[CH2:12][CH2:11][O:10][CH2:6][CH2:7]5)=[CH:21][CH:22]=4)=[O:40])=[CH:25][C:24]=3[CH:41]=2)=[CH:16][CH:15]=1)[CH2:7][CH2:8][CH3:9]. Reported procedure: One droplet of DMF was added to a solution of 7-(4-butoxyethoxyphenyl)-1-(2-fluorobenzyl)-2,3-dihydro-1-benzazepine-4-carboxylic acid (200 mg) in tetrahydrofuran (10 ml). Then, thionyl chloride (146 mg) was added at 0° C., the temperature was returned to room temperature, and the mixture was stirred under nitrogen atmosphere for 1 hour. The solvent and excess thionyl chloride were evaporated under reduced pressure, the resulting residue was suspended in tetrahydrofuran (30 ml), and the suspensio...